describe an organic reaction: reactants, conditions, products, and yield From a dataset of the Open Reaction Database (ORD), a public repository of structured organic reaction records. The reactants are O=C([O-])[O-], CCOC(=O)c1cn(C2CC2)c2c(OC)c(F)c(F)c([N+](=O)[O-])c2c1=O, [NH4+], [NH4+], CN(C)C=O. The product is CCOC(=O)c1cn(C2CC2)c2c(OC)c(F)c(N)c([N+](=O)[O-])c2c1=O. As a reaction SMILES: [C:27](=[O:28])([O-:29])[O-:30].[CH:1]1([n:4]2[cH:5][c:6]([C:22](=[O:23])[O:24][CH2:25][CH3:26])[c:7](=[O:21])[c:8]3[c:9]([N+:18](=[O:19])[O-:20])[c:10]([F:17])[c:11]([F:16])[c:12]([O:14][CH3:15])[c:13]23)[CH2:2][CH2:3]1.[NH4+:31].[NH4+:32].[O:33]=[CH:34][N:35]([CH3:36])[CH3:37]>>[CH:1]1([n:4]2[cH:5][c:6]([C:22](=[O:23])[O:24][CH2:25][CH3:26])[c:7](=[O:21])[c:8]3[c:9]([N+:18](=[O:19])[O-:20])[c:10]([NH2:31])[c:11]([F:16])[c:12]([O:14][CH3:15])[c:13]23)[CH2:2][CH2:3]1. Reactants: O=C(Cl)Oc1ccc(Oc2ccc(C(F)(F)F)cn2)cc1, Fc1ccc(CN2CCNCC2)cc1. The product is O=C(Oc1ccc(Oc2ccc(C(F)(F)F)cn2)cc1)N1CCN(Cc2ccc(F)cc2)CC1, Cl. As a reaction SMILES: [Cl:1][C:2](=[O:3])[O:4][c:5]1[cH:6][cH:7][c:8]([O:11][c:12]2[n:13][cH:14][c:15]([C:18]([F:19])([F:20])[F:21])[cH:16][cH:17]2)[cH:9][cH:10]1.[F:22][c:23]1[cH:24][cH:25][c:26]([CH2:27][N:28]2[CH2:29][CH2:30][NH:31][CH2:32][CH2:33]2)[cH:34][cH:35]1>>[C:2](=[O:3])([O:4][c:5]1[cH:6][cH:7][c:8]([O:11][c:12]2[n:13][cH:14][c:15]([C:18]([F:19])([F:20])[F:21])[cH:16][cH:17]2)[cH:9][cH:10]1)[N:31]1[CH2:30][CH2:29][N:28]([CH2:27][c:26]2[cH:25][cH:24][c:23]([F:22])[cH:35][cH:34]2)[CH2:33][CH2:32]1.[ClH:1].